This data is from the Open Reaction Database (ORD), a public repository of structured organic reaction records. The task is: describe an organic reaction: reactants, conditions, products, and yield Starting materials: C(C)C1(C(C2=CC=CC=C2C1)=O)C=1N=CNC1 (2-ethyl-2-(1H-imidazol-4-yl)-1-indanone), ClC1=CC=C(CCl)C=C1 (4-chlorobenzyl chloride). Solvent: C(C)(=O)OCC (ethyl acetate). Product: C(C)C1(C(C2=CC=CC=C2C1)=O)C=1N=CN(C1)CC1=CC=C(C=C1)Cl (2-ethyl-2-[1-(4-chlorobenzyl)-1H-imidazol-4-yl]-1-indanone). Isolated yield 74.0%. As a reaction SMILES: [CH2:1]([C:3]1([C:13]2[N:14]=[CH:15][NH:16][CH:17]=2)[CH2:11][C:10]2[C:5](=[CH:6][CH:7]=[CH:8][CH:9]=2)[C:4]1=[O:12])[CH3:2].[Cl:18][C:19]1[CH:26]=[CH:25][C:22]([CH2:23]Cl)=[CH:21][CH:20]=1>C(OCC)(=O)C>[CH2:1]([C:3]1([C:13]2[N:14]=[CH:15][N:16]([CH2:23][C:22]3[CH:25]=[CH:26][C:19]([Cl:18])=[CH:20][CH:21]=3)[CH:17]=2)[CH2:11][C:10]2[C:5](=[CH:6][CH:7]=[CH:8][CH:9]=2)[C:4]1=[O:12])[CH3:2]. Reported procedure: 2-ethyl-2-(1H-imidazol-4-yl)-1-indanone and 4-chlorobenzyl chloride were reacted at 60° C. as described in example 5. The yield was 74%. The hydrochloride was prepared in ethyl acetate, m.p. 150°-154° C. Starting materials: O=C(CCC(=O)O)C1=CC2=C(S1)C=CC=C2 (γ-oxo-benzo[b]thiophene-2-butyric acid), N1[C@H](C(=O)O)CCC1 (L-proline), C(C)(=S)[O-].[Na+] (sodium thioacetate). The product is C(C)(=O)SC(CC(=O)N1[C@H](C(=O)O)CCC1)C(=O)C1=CC2=C(S1)C=CC=C2 (1-[3-(Acetylthio)-3-(benzo[b]thien-2-ylcarbonyl)propionyl]-L-proline). Reaction SMILES: [O:1]=[C:2]([C:8]1[S:12][C:11]2[CH:13]=[CH:14][CH:15]=[CH:16][C:10]=2[CH:9]=1)[CH2:3][CH2:4][C:5]([OH:7])=O.[NH:17]1[CH2:24][CH2:23][CH2:22][C@H:18]1[C:19]([OH:21])=[O:20].[C:25]([O-:28])(=[S:27])[CH3:26].[Na+]>>[C:25]([S:27][CH:3]([C:2]([C:8]1[S:12][C:11]2[CH:13]=[CH:14][CH:15]=[CH:16][C:10]=2[CH:9]=1)=[O:1])[CH2:4][C:5]([N:17]1[CH2:24][CH2:23][CH2:22][C@H:18]1[C:19]([OH:21])=[O:20])=[O:7])(=[O:28])[CH3:26] |f:2.3|. Procedure details: As for Example 4, γ-oxo-benzo[b]thiophene-2-butyric acid is coupled to L-proline. The coupled product is brominated and reacted with sodium thioacetate to give the product of the Example as a glass. Starting materials: Cc1[nH]c2c(Cl)nccc2c1C, Fc1cccc(CCl)c1. The product is Cc1c(C)n(Cc2cccc(F)c2)c2c(Cl)nccc12. RXN SMILES: [Cl:1][c:2]1[n:3][cH:4][cH:5][c:6]2[c:7]1[nH:8][c:9]([CH3:12])[c:10]2[CH3:11].[F:13][c:14]1[cH:15][c:16]([CH2:17][Cl:18])[cH:19][cH:20][cH:21]1>>[Cl:1][c:2]1[n:3][cH:4][cH:5][c:6]2[c:7]1[n:8]([CH2:17][c:16]1[cH:15][c:14]([F:13])[cH:21][cH:20][cH:19]1)[c:9]([CH3:12])[c:10]2[CH3:11]. Solvent: CO (methanol), CO (methanol). The product is N1=C2C(=NO1)C=C(C=C2)C(=O)NCC(=O)O ([(Benzo[1,2,5]oxadiazole-5-carbonyl)-amino]-acetic acid). As a reaction SMILES: C[O:2][C:3](=[O:17])[CH2:4][NH:5][C:6]([C:8]1[CH:9]=[CH:10][C:11]2[C:12]([CH:16]=1)=[N:13][O:14][N:15]=2)=[O:7].[OH-].[K+].Cl>CO>[N:15]1[O:14][N:13]=[C:12]2[CH:16]=[C:8]([C:6]([NH:5][CH2:4][C:3]([OH:17])=[O:2])=[O:7])[CH:9]=[CH:10][C:11]=12 |f:1.2|. Reactants: Cl (HCl), COC(CNC(=O)C=1C=CC=2C(=NON2)C1)=O ([(benzo[1,2,5]oxadiazole-5-carbonyl)-amino]-acetic acid methyl ester), [OH-].[K+] (KOH). Procedure details: 500 mg (2.13 mmol) [(benzo[1,2,5]oxadiazole-5-carbonyl)-amino]-acetic acid methyl ester are treated in 50 mL methanol with 6 mL (3 eq.) 1N KOH in methanol containing 10% water at room temperature for two hours, then cooled below 5° C. and neutralized with 6 mL 1 N aqueous HCl. The reaction mixture is extracted with ethyl acetate, the combined organic phases are washed with brine and dried with sodium sulfate, then evaporated to dryness to yield the desired product as a beige-pinkish powder. MS (... The reactants are [BH4-].[Na+] (sodium borohydride), BrC=1C=C2C=3CCCC(C3NC2=CC1)=O (6-bromo-2,3,4,9-tetrahydro-1H-carbazol-1-one), NC1=CC=CC=C1 (aniline), C1(=CC=C(C=C1)S(=O)(=O)O)C (p-toluenesulfonic acid). Solvent: C1(=CC=CC=C1)C (toluene). Reaction conditions: time 30 minute. Yields the product BrC=1C=C2C=3CCCC(C3NC2=CC1)NC1=CC=CC=C1 (6-bromo-N-phenyl-2,3,4,9-tetrahydro-1H-carbazol-1-amine). RXN SMILES: [Br:1][C:2]1[CH:3]=[C:4]2[C:12](=[CH:13][CH:14]=1)[NH:11][C:10]1[C:9](=O)[CH2:8][CH2:7][CH2:6][C:5]2=1.[NH2:16][C:17]1[CH:22]=[CH:21][CH:20]=[CH:19][CH:18]=1.C1(C)C=CC(S(O)(=O)=O)=CC=1.[BH4-].[Na+]>C1(C)C=CC=CC=1>[Br:1][C:2]1[CH:3]=[C:4]2[C:12](=[CH:13][CH:14]=1)[NH:11][C:10]1[CH:9]([NH:16][C:17]3[CH:22]=[CH:21][CH:20]=[CH:19][CH:18]=3)[CH2:8][CH2:7][CH2:6][C:5]2=1 |f:3.4|. Reported procedure: A solution of 6-bromo-2,3,4,9-tetrahydro-1H-carbazol-1-one (500 mg, 1.9 mmol), aniline (350 mg, 3.8 mmol) and p-toluenesulfonic acid (catalytic) in toluene (15 mL) was heated at reflux for 16 h with a Dean-Stark trap in place. The reaction was cooled, concentrated, and the imine was purified by flash column chromatography on silica (gradient of 5% to 50% ethyl acetate/hexanes). The imine was dissolved in methanol (10 mL) and sodium borohydride (140 mg, 3.8 mmol) was added portionwise. The reacti... Starting materials: Cn1c(Br)nc2c1C(=O)N1CCN=C1N2Cc1ccc(Cl)cc1, CC(C)CN, CCO. Yields the product CC(C)CNc1nc2c(n1C)C(=O)N1CCN=C1N2Cc1ccc(Cl)cc1. As a reaction SMILES: [Br:1][c:2]1[n:3][c:4]2[c:9]([n:10]1[CH3:11])[C:8](=[O:12])[N:7]1[C:6](=[N:15][CH2:14][CH2:13]1)[N:5]2[CH2:16][c:17]1[cH:18][cH:19][c:20]([Cl:23])[cH:21][cH:22]1.[CH3:24][CH:25]([CH2:26][NH2:27])[CH3:28].[CH3:29][CH2:30][OH:31]>>[c:2]1([NH:27][CH2:26][CH:25]([CH3:24])[CH3:28])[n:3][c:4]2[c:9]([n:10]1[CH3:11])[C:8](=[O:12])[N:7]1[C:6](=[N:15][CH2:14][CH2:13]1)[N:5]2[CH2:16][c:17]1[cH:18][cH:19][c:20]([Cl:23])[cH:21][cH:22]1. Starting materials: O=P(Cl)(Cl)Cl (POCl3), NC=1N=C(C2=C(N1)CN(C2)C(=O)OCC)O (ethyl 2-amino-4-hydroxy-5,7-dihydro-6H-pyrrolo[3,4-d]pyrimidine-6-carboxylate), C1(=CC=CC=C1)C (toluene), O=P(Cl)(Cl)Cl (POCl3). The solvent is C(C)#N (acetonitrile), C(C)#N (acetonitrile). The product is NC=1N=C(C2=C(N1)CN(C2)C(=O)OCC)Cl (ethyl 2-amino-4-chloro-5,7-dihydro-6H-pyrrolo[3,4-d]pyrimidine-6-carboxylate). Yield: 57.1%. Reaction SMILES: [NH2:1][C:2]1[N:3]=[C:4](O)[C:5]2[CH2:10][N:9]([C:11]([O:13][CH2:14][CH3:15])=[O:12])[CH2:8][C:6]=2[N:7]=1.C1(C)C=CC=CC=1.O=P(Cl)(Cl)[Cl:26]>C(#N)C>[NH2:1][C:2]1[N:3]=[C:4]([Cl:26])[C:5]2[CH2:10][N:9]([C:11]([O:13][CH2:14][CH3:15])=[O:12])[CH2:8][C:6]=2[N:7]=1. Reported procedure: Intermediate (h) (11 g, 49 mmol) was azeotroped×2 with toluene. Anhydrous acetonitrile (250 mL) and POCl3 (25 mL, 270 mmol) were added and the mixture was refluxed for about 2.5 h. Additional POCl3 (50 mL) was added and the mixture was refluxed for an additional 2 h. The volatile components were concentrated under vacuum at 40° C. to give a red solution. A minimum amount of dry acetonitrile was added until the solution was readily transferable whereupon it was poured onto ice in a large beaker. ... Starting materials: FC(C(=O)NC1=NON=C1C=1SC(=NN1)NC(CC1=CC(=CC=C1)OCCCCl)=O)(F)F (N-Trifluoroacetyl-4-(5-(3-(3-chloro-propoxy)-phenylacetyl)amino-[1,3,4]thiadiazol-2-yl)-furazan-3-ylamine), NC1CCN(CC1)C(=O)OC(C)(C)C (4-amino-N-Boc-piperidine), CCO (EtOH). Run in O (water). Product: N1CCC(CC1)NCCCOC=1C=C(C=CC1)CC(=O)NC=1SC(=NN1)C1=NON=C1N (2-(3-(3-(Piperidin-4-ylamino)propoxy)phenyl)-N-(5-(4-amino-1,2,5-oxadiazol-3-yl)-1,3,4-thiadiazol-2-yl)acetamide). RXN SMILES: FC(F)(F)C([NH:5][C:6]1[C:10]([C:11]2[S:12][C:13]([NH:16][C:17](=[O:30])[CH2:18][C:19]3[CH:24]=[CH:23][CH:22]=[C:21]([O:25][CH2:26][CH2:27][CH2:28]Cl)[CH:20]=3)=[N:14][N:15]=2)=[N:9][O:8][N:7]=1)=O.[NH2:33][CH:34]1[CH2:39][CH2:38][N:37](C(OC(C)(C)C)=O)[CH2:36][CH2:35]1.CCO>O>[NH:37]1[CH2:38][CH2:39][CH:34]([NH:33][CH2:28][CH2:27][CH2:26][O:25][C:21]2[CH:20]=[C:19]([CH2:18][C:17]([NH:16][C:13]3[S:12][C:11]([C:10]4[C:6]([NH2:5])=[N:7][O:8][N:9]=4)=[N:15][N:14]=3)=[O:30])[CH:24]=[CH:23][CH:22]=2)[CH2:35][CH2:36]1. Procedure: N-Trifluoroacetyl-4-(5-(3-(3-chloro-propoxy)-phenylacetyl)amino-[1,3,4]thiadiazol-2-yl)-furazan-3-ylamine (0.05 g, 0.1 mmol), 4-amino-N-Boc-piperidine (0.082 g, 0.4 mmol) and EtOH (0.3 mL) were heated by microwave irradiation at 120° C., 10 minutes; 150° C., 10 minutes; and 150° C., 30 minutes. The reaction was diluted with water and purified by preparative HPLC. Yield: 0.02 g (43%). 1H-NMR (MeOD) δ 7.27–7.30 (t, 1H), 6.96–6.98 (m, 2H), 6.88 (d, 1H), 4.14 (t, 2H), 3.87 (s, 2H), 3.50–3.60 (m, 3H)... Reaction SMILES: Cl[C:2]1[N:11]=[CH:10][C:9]2[N:8]([CH3:12])[C:7](=[O:13])[C@@H:6]([CH2:14][CH3:15])[N:5]([CH:16]3[CH2:20][CH2:19]CC3)[C:4]=2[N:3]=1.[C:21]1([C:27]2[C:32](B3OC(C)(C)C(C)(C)O3)=[CH:31][CH:30]=[CH:29][N:28]=2)[CH:26]=[CH:25][CH:24]=[CH:23][CH:22]=1.C1(C2C=[N:50][CH:51]=CC=2B2OC(C)(C)C(C)(C)O2)C=CC=CC=1.[N:63]1C=CC(B(O)O)=CC=1>>[CH2:14]([C@H:6]1[N:5]([C:16]2[CH:20]=[CH:19][N:50]([CH3:51])[N:63]=2)[C:4]2[N:3]=[C:2]([C:32]3[C:27]([C:21]4[CH:26]=[CH:25][CH:24]=[CH:23][CH:22]=4)=[N:28][CH:29]=[CH:30][CH:31]=3)[N:11]=[CH:10][C:9]=2[N:8]([CH3:12])[C:7]1=[O:13])[CH3:15]. Procedure details: The title compound is prepared similarly to the methods described in Example 5, with Intermediate QQ-2 instead of Intermediate B and with 2-phenyl-3-(4,4,5,5-tetramethyl-1,3,2-dioxaborolan-2-yl)pyridine (prepared similarly to the methods used for Boronic Acid 2) instead of pyridin-4-ylboronic acid. Starting materials: ClC1=NC=2N([C@@H](C(N(C2C=N1)C)=O)CC)C1CCCC1 ((R)-2-Chloro-8-cyclopentyl-7-ethyl-5-methyl-7,8-dihydropteridin-6(5H)-one), N1=CC=C(C=C1)B(O)O (pyridin-4-ylboronic acid), C1(=CC=CC=C1)C1=NC=CC=C1B1OC(C(O1)(C)C)(C)C (2-phenyl-3-(4,4,5,5-tetramethyl-1,3,2-dioxaborolan-2-yl)pyridine), C1(=CC=CC=C1)C=1C=NC=CC1B1OC(C(O1)(C)C)(C)C (3-phenyl-4-(4,4,5,5-tetramethyl-1,3,2-dioxaborolan-2-yl)pyridine). The product is C(C)[C@@H]1C(N(C=2C=NC(=NC2N1C1=NN(C=C1)C)C=1C(=NC=CC1)C1=CC=CC=C1)C)=O ((R)-7-ethyl-5-methyl-8-(1-methyl-1H-pyrazol-3-yl)-2-(2-phenylpyridin-3-yl)-7,8-dihydropteridin-6(5H)-one). Reactants: C(C(C)C)N([C@@H](CCCCN)C(=O)O)S(=O)(=O)C1=CC=C(C=C1)[N+](=O)[O-] (Nα-isobutyl-Nα-(4-nitrobenzenesulfonyl)-L-lysine), [N+](=O)([O-])C1=CC=C(C=CC(=O)O)C=C1 (4-nitrocinnamic acid). Yields the product C(C(C)C)N([C@@H](CCCCNC(C=CC1=CC=C(C=C1)[N+](=O)[O-])=O)C(=O)O)S(=O)(=O)C1=CC=C(C=C1)[N+](=O)[O-] (Nα-Isobutyl-Nα-(4-nitrobenzenesulfonyl)-Nε-(4-nitrocinnamoyl)-L-lysine). Yield: 49.0%. As a reaction SMILES: [CH2:1]([N:5]([S:15]([C:18]1[CH:23]=[CH:22][C:21]([N+:24]([O-:26])=[O:25])=[CH:20][CH:19]=1)(=[O:17])=[O:16])[C@H:6]([C:12]([OH:14])=[O:13])[CH2:7][CH2:8][CH2:9][CH2:10][NH2:11])[CH:2]([CH3:4])[CH3:3].[N+:27]([C:30]1[CH:40]=[CH:39][C:33]([CH:34]=[CH:35][C:36](O)=[O:37])=[CH:32][CH:31]=1)([O-:29])=[O:28]>>[CH2:1]([N:5]([S:15]([C:18]1[CH:23]=[CH:22][C:21]([N+:24]([O-:26])=[O:25])=[CH:20][CH:19]=1)(=[O:17])=[O:16])[C@H:6]([C:12]([OH:14])=[O:13])[CH2:7][CH2:8][CH2:9][CH2:10][NH:11][C:36](=[O:37])[CH:35]=[CH:34][C:33]1[CH:32]=[CH:31][C:30]([N+:27]([O-:29])=[O:28])=[CH:40][CH:39]=1)[CH:2]([CH3:4])[CH3:3]. Reported procedure: Nα-isobutyl-Nα-(4-nitrobenzenesulfonyl)-L-lysine was reacted with 4-nitrocinnamic acid under the conditions described in example 86 to yield 49% of the desired product.